This data is from the Open Reaction Database (ORD), a public repository of structured organic reaction records. The task is: describe an organic reaction: reactants, conditions, products, and yield The reactants are [Li]CCCC, C1CCOC1, COc1ccc2c(c1)CCC=C2C, [H][H], [SiH3]c1ccccc1. The product is COc1ccc2c(c1)CCCC2C. RXN SMILES: [CH2:1]([Li:2])[CH2:3][CH2:4][CH3:5].[CH2:28]1[O:29][CH2:30][CH2:31][CH2:32]1.[CH3:13][O:14][c:15]1[cH:16][c:17]2[c:22]([cH:23][cH:24]1)[C:21]([CH3:25])=[CH:20][CH2:19][CH2:18]2.[H:26][H:27].[c:6]1([SiH3:7])[cH:8][cH:9][cH:10][cH:11][cH:12]1>>[CH3:13][O:14][c:15]1[cH:16][c:17]2[c:22]([cH:23][cH:24]1)[CH:21]([CH3:25])[CH2:20][CH2:19][CH2:18]2. Starting materials: COC=1C=C(C=CC1OC(F)(F)F)C1=NNC(SC1CC)=O (5-(3-methoxy-4-trifluoromethoxyphenyl)-6-ethyl-3,6-dihydro-1, 3,4-thiadiazin-2-one), [N+](=O)([O-])C1=CC=C(CCl)C=C1 (4-nitrobenzyl chloride). Yields the product [N+](=O)([O-])C1=CC=C(CN2C(SC(C(=N2)C2=CC(=C(C=C2)OC(F)(F)F)OC)CC)=O)C=C1 (3-(4-nitrobenzyl)-5-(3-methoxy-4-trifluoromethoxyphenyl)-6-ethyl-3,6-dihydro-1,3,4-thiadiazin-2-one). RXN SMILES: [CH3:1][O:2][C:3]1[CH:4]=[C:5]([C:14]2[CH:19]([CH2:20][CH3:21])[S:18][C:17](=[O:22])[NH:16][N:15]=2)[CH:6]=[CH:7][C:8]=1[O:9][C:10]([F:13])([F:12])[F:11].[N+:23]([C:26]1[CH:33]=[CH:32][C:29]([CH2:30]Cl)=[CH:28][CH:27]=1)([O-:25])=[O:24]>>[N+:23]([C:26]1[CH:33]=[CH:32][C:29]([CH2:30][N:16]2[N:15]=[C:14]([C:5]3[CH:6]=[CH:7][C:8]([O:9][C:10]([F:12])([F:13])[F:11])=[C:3]([O:2][CH3:1])[CH:4]=3)[CH:19]([CH2:20][CH3:21])[S:18][C:17]2=[O:22])=[CH:28][CH:27]=1)([O-:25])=[O:24]. Reported procedure: In analogy to Example 1, the reaction of 5-(3-methoxy-4-trifluoromethoxyphenyl)-6-ethyl-3,6-dihydro-1, 3,4-thiadiazin-2-one with 4-nitrobenzyl chloride ("C") gives 3-(4-nitrobenzyl)-5-(3-methoxy-4-trifluoromethoxyphenyl)-6-ethyl-3,6-dihydro-1,3,4-thiadiazin-2-one. Starting materials: Cl.N=C1C=NN(C=C1)C1=CC=CC=C1 (1,4-dihydro-4-imino-1-phenylpyridazine hydrochloride), C(CCC)(=O)Cl (butyryl chloride). Product: Cl.C(CCC)(=O)N=C1C=NN(C=C1)C1=CC=CC=C1 (4-butyrylimino-1,4-dihydro-1-phenylpyridazine hydrochloride). Isolated yield 72.0%. RXN SMILES: Cl.[NH:2]=[C:3]1[CH:8]=[CH:7][N:6]([C:9]2[CH:14]=[CH:13][CH:12]=[CH:11][CH:10]=2)[N:5]=[CH:4]1.[C:15]([Cl:20])(=[O:19])[CH2:16][CH2:17][CH3:18]>>[ClH:20].[C:15]([N:2]=[C:3]1[CH:8]=[CH:7][N:6]([C:9]2[CH:10]=[CH:11][CH:12]=[CH:13][CH:14]=2)[N:5]=[CH:4]1)(=[O:19])[CH2:16][CH2:17][CH3:18] |f:0.1,3.4|. Procedure details: 5.0 g (24.1 millimoles) of 1,4-dihydro-4-imino-1-phenylpyridazine hydrochloride in 50 ml of butyryl chloride were refluxed for 15 hours, while stirring. The mixture was cooled and then filtered under suction, and the residue was washed with acetone and recrystallized from isopropanol. 4.8 g (72% of theory) of 4-butyrylimino-1,4-dihydro-1-phenylpyridazine hydrochloride were isolated as pale beige crystals of melting point 205°-208° C. Starting materials: [Al+3], CC12CCC3(CC1CCC1C2CCC2(C)C1CC(O)C2NC=O)OCCO3, [H-], [H-], [H-], [H-], [Li+], C1CCOC1. Product: CNC1C(O)CC2C3CCC4CC5(CCC4(C)C3CCC21C)OCCO5. As a reaction SMILES: [Al+3:29].[CH2:1]1[CH2:2][O:3][C:4]2([CH2:5][CH:6]3[CH2:7][CH2:8][CH:9]4[CH:10]5[CH2:11][CH:12]([OH:26])[CH:13]([NH:23][CH:24]=[O:25])[C:14]5([CH3:15])[CH2:16][CH2:17][CH:18]4[C:19]3([CH3:22])[CH2:20][CH2:21]2)[O:27]1.[H-:28].[H-:31].[H-:32].[H-:33].[Li+:30].[O:34]1[CH2:35][CH2:36][CH2:37][CH2:38]1>>[CH2:1]1[CH2:2][O:3][C:4]2([CH2:5][CH:6]3[CH2:7][CH2:8][CH:9]4[CH:10]5[CH2:11][CH:12]([OH:26])[CH:13]([NH:23][CH3:24])[C:14]5([CH3:15])[CH2:16][CH2:17][CH:18]4[C:19]3([CH3:22])[CH2:20][CH2:21]2)[O:27]1. Starting materials: C(C1=CC=CC=C1)(=O)N1CC(CCC1)C(=O)OCC (ethyl 1-benzoyl-3-piperidinecarboxylate), S1C(=CC=C1)CC(=O)Cl (thiopheneacetyl chloride), CC1C(CNCC1)C(=O)OCC (ethyl 4-methyl-3-piperidinecarboxylate), C(C)(C)N(CC)C(C)C (diisopropylethylamine). Product: S1C(=CC=C1)CC(=O)N1CC(C(CC1)C)C(=O)OCC (ethyl 1-(2-thiopheneacetyl)-4-methyl-3-piperidinecarboxylate). The yield is 74.1%. Reaction SMILES: C(N1CCCC(C(OCC)=O)C1)(=O)C1C=CC=CC=1.[CH3:20][CH:21]1[CH2:26][CH2:25][NH:24][CH2:23][CH:22]1[C:27]([O:29][CH2:30][CH3:31])=[O:28].C(N(C(C)C)CC)(C)C.[S:41]1[CH:45]=[CH:44][CH:43]=[C:42]1[CH2:46][C:47](Cl)=[O:48]>>[S:41]1[CH:45]=[CH:44][CH:43]=[C:42]1[CH2:46][C:47]([N:24]1[CH2:25][CH2:26][CH:21]([CH3:20])[CH:22]([C:27]([O:29][CH2:30][CH3:31])=[O:28])[CH2:23]1)=[O:48]. Reported procedure: This reaction was run in the same manner as ethyl 1-benzoyl-3-piperidinecarboxylate, starting with ethyl 4-methyl-3-piperidinecarboxylate (531.8 mg; 3.11 mmol), diisopropylethylamine (600 μl; 3.44 mmol), and thiopheneacetyl chloride (382 μl; 3.11 mmol). The crude product was purified by chromatography on silica eluting with 50% ethyl acetate/50% hexane, giving ethyl 1-(2-thiopheneacetyl)-4-methyl-3-piperidinecarboxylate (681.2 mg) as a yellow oil. MS m/z (positive ion) 397 (MH++Et3N; 70), 296 (M... Reactants: ClC=1C=CC(=C(C1)C1=CC(N(C=C1OC)CC(=O)OC(C)(C)C)=O)OC(F)F (tert-butyl {4-[5-chloro-2-(difluoromethoxy)phenyl]-5-methoxy-2-oxopyridin-1(2H)-yl}acetate), bis(trimethylsilyl)lithium amide, FC(S(=O)(=O)OCCOC(F)(F)F)(F)F (2-(trifluoromethoxy)ethyl trifluoromethanesulphonate). Yields the product ClC=1C=CC(=C(C1)C1=CC(N(C=C1OC)C(C(=O)OC(C)(C)C)CCOC(F)(F)F)=O)OC(F)F (tert-Butyl 2-{4-[5-chloro-2-(difluoromethoxy)phenyl]-5-methoxy-2-oxopyridin-1(2H)-yl}-4-(trifluoromethoxy)butanoate). Reaction SMILES: [Cl:1][C:2]1[CH:3]=[CH:4][C:5]([O:25][CH:26]([F:28])[F:27])=[C:6]([C:8]2[C:13]([O:14][CH3:15])=[CH:12][N:11]([CH2:16][C:17]([O:19][C:20]([CH3:23])([CH3:22])[CH3:21])=[O:18])[C:10](=[O:24])[CH:9]=2)[CH:7]=1.FC(F)(F)S(O[CH2:35][CH2:36][O:37][C:38]([F:41])([F:40])[F:39])(=O)=O>>[Cl:1][C:2]1[CH:3]=[CH:4][C:5]([O:25][CH:26]([F:28])[F:27])=[C:6]([C:8]2[C:13]([O:14][CH3:15])=[CH:12][N:11]([CH:16]([CH2:35][CH2:36][O:37][C:38]([F:41])([F:40])[F:39])[C:17]([O:19][C:20]([CH3:23])([CH3:22])[CH3:21])=[O:18])[C:10](=[O:24])[CH:9]=2)[CH:7]=1. Reported procedure: 416 mg (1.00 mmol) of tert-butyl {4-[5-chloro-2-(difluoromethoxy)phenyl]-5-methoxy-2-oxopyridin-1(2H)-yl}acetate in the presence of 1.20 ml (1.20 mmol, 1.2 eq.) of bis(trimethylsilyl)lithium amide (1M in THF) and 393 mg (1.50 mmol, 1.5 eq.) of 2-(trifluoromethoxy)ethyl trifluoromethanesulphonate were reacted according to General Method 7B. Yield: 327 mg (62% of theory) The reactants are ice, C1(=CC=CC=C1)C1=C2C=CC(NC2=CC=N1)=O (5-phenyl-1,6-naphthyridin-2(1H)-one), S(O)(O)(=O)=O (sulfuric acid), [OH-].[NH4+] (ammonium hydroxide), [N+](=O)([O-])[O-].[K+] (potassium nitrate). Solvent: C(C)(=O)O (acetic acid). Run at time 15 minute. The product is [N+](=O)([O-])C=1C=C(C=CC1)C1=C2C=CC(NC2=CC=N1)=O (5-(3-nitrophenyl)-1,6-naphthyridin-2 (1H)-one). Isolated yield 60.8%. Reaction SMILES: [C:1]1([C:7]2[N:16]=[CH:15][CH:14]=[C:13]3[C:8]=2[CH:9]=[CH:10][C:11](=[O:17])[NH:12]3)[CH:6]=[CH:5][CH:4]=[CH:3][CH:2]=1.S(=O)(=O)(O)O.[N+:23]([O-])([O-:25])=[O:24].[K+].[OH-].[NH4+]>C(O)(=O)C>[N+:23]([C:3]1[CH:2]=[C:1]([C:7]2[N:16]=[CH:15][CH:14]=[C:13]3[C:8]=2[CH:9]=[CH:10][C:11](=[O:17])[NH:12]3)[CH:6]=[CH:5][CH:4]=1)([O-:25])=[O:24] |f:2.3,4.5|. Procedure: To a mixture containing 16.7 g of 5-phenyl-1,6-naphthyridin-2(1H)-one and 250 ml of concentrated sulfuric acid was added portionwise 7.6 g of potassium nitrate with stirring, keeping the mixture in an ice bath. The addition was completed within 15 minutes and the temperature of the reaction mixture was kept below 10° C. during addition. The reaction mixture was then stirred in the ice bath for 40 minutes, allowed to warm up to room temperature and then stirred at room temperature for 5 and 1/2 h... Reactants: C1(=CC=CC=C1)C(C(CC(=O)C1=CC=C(C=C1)C(C)(C)C)C1=CC=CC=C1)=O (1,2-diphenyl-4-p-t-butylphenylbutane-1,4-dione), C=1(C(=CC=CC1)C)C (xylene), P12(=S)SP3(=S)SP(=S)(S1)SP(=S)(S2)S3 (phosphorus pentasulfide), S (hydrogen sulfide). Run in C(C)O (ethanol). The product is C1(=CC=CC=C1)C=1SC(=CC1C1=CC=CC=C1)C1=CC=C(C=C1)C(C)(C)C (2,3-Diphenyl-5-p-t-butylphenylthiophene). RXN SMILES: [C:1]1([C:7](=O)[CH:8]([C:22]2[CH:27]=[CH:26][CH:25]=[CH:24][CH:23]=2)[CH2:9][C:10]([C:12]2[CH:17]=[CH:16][C:15]([C:18]([CH3:21])([CH3:20])[CH3:19])=[CH:14][CH:13]=2)=O)[CH:6]=[CH:5][CH:4]=[CH:3][CH:2]=1.C1(C)C(C)=CC=CC=1.P12(SP3(SP(SP(S3)(S1)=S)(=S)S2)=S)=[S:38].S>C(O)C>[C:1]1([C:7]2[S:38][C:10]([C:12]3[CH:17]=[CH:16][C:15]([C:18]([CH3:21])([CH3:20])[CH3:19])=[CH:14][CH:13]=3)=[CH:9][C:8]=2[C:22]2[CH:27]=[CH:26][CH:25]=[CH:24][CH:23]=2)[CH:6]=[CH:5][CH:4]=[CH:3][CH:2]=1. Procedure: A 1-liter stirred autoclave was charged with 55.6 g (0.150 mole) of 1,2-diphenyl-4-p-t-butylphenylbutane-1,4-dione, 100 ml of xylene, 33.3 g (0.075 mole) of phosphorus pentasulfide and 130 g of hydrogen sulfide. The reactor was cooled and vented. The residue was stirred with 150 ml of absolute ethanol. Filtration gave a first crop of 18 g (32.6%) m.p. 108°-112° C. Chilling the filtrate and refiltering gave a second crop of 24 g (43.4%) m.p. 102°-105° C. The two crops were combined for recrystall... Reactants: COc1ccc(-c2ccc(NS(C)(=O)=O)cc2)cc1, ClCCCl. Yields the product CS(=O)(=O)Nc1ccc(-c2ccc(O)cc2)cc1. Reaction SMILES: [CH3:1][O:2][c:3]1[cH:4][cH:5][c:6](-[c:9]2[cH:10][cH:11][c:12]([NH:15][S:16](=[O:17])(=[O:18])[CH3:19])[cH:13][cH:14]2)[cH:7][cH:8]1.[Cl:20][CH2:21][CH2:22][Cl:23]>>[OH:2][c:3]1[cH:4][cH:5][c:6](-[c:9]2[cH:10][cH:11][c:12]([NH:15][S:16](=[O:17])(=[O:18])[CH3:19])[cH:13][cH:14]2)[cH:7][cH:8]1. The reactants are FC(C(=O)O)(F)F.COC1=C(C=CC=C1)C1=CC(=CC=C1)S(=O)(=O)C=1C=C(SC1SC)C(=N)N (4-(2′-Methoxy-biphenyl-3-sulfonyl)-5-methylsulfanyl-thiophene-2-carboxamidine trifluoroacetate), B(Br)(Br)Br (BBr3). Product: FC(C(=O)O)(F)F.OC1=C(C=CC=C1)C1=CC(=CC=C1)S(=O)(=O)C=1C=C(SC1SC)C(=N)N (4-(2′-Hydroxy-biphenyl-3-sulfonyl)-5-methylsulfanyl-thiophene-2-carboxamidine trifluoroacetate). Yield: 77.0%. Reaction SMILES: [F:1][C:2]([F:7])([F:6])[C:3]([OH:5])=[O:4].C[O:9][C:10]1[CH:15]=[CH:14][CH:13]=[CH:12][C:11]=1[C:16]1[CH:21]=[CH:20][CH:19]=[C:18]([S:22]([C:25]2[CH:26]=[C:27]([C:32]([NH2:34])=[NH:33])[S:28][C:29]=2[S:30][CH3:31])(=[O:24])=[O:23])[CH:17]=1.B(Br)(Br)Br>>[F:1][C:2]([F:7])([F:6])[C:3]([OH:5])=[O:4].[OH:9][C:10]1[CH:15]=[CH:14][CH:13]=[CH:12][C:11]=1[C:16]1[CH:21]=[CH:20][CH:19]=[C:18]([S:22]([C:25]2[CH:26]=[C:27]([C:32]([NH2:34])=[NH:33])[S:28][C:29]=2[S:30][CH3:31])(=[O:24])=[O:23])[CH:17]=1 |f:0.1,3.4|. Procedure: 4-(2′-Methoxy-biphenyl-3-sulfonyl)-5-methylsulfanyl-thiophene-2-carboxamidine trifluoroacetate (46 mg, 0.086 mmol, as prepared in Example 34, step a) was treated with BBr3 (1 M in DCM) for 18 hr at rt. The reaction was quenched with MeOH at 0° C. and then concentrated in vacuo to a solid. Purification of this solid using C18-HPLC (10–80% CH3CN in H2O (0.1% TFA) over 25 min) afforded 34 mg (77%) of the title compound as a white solid. 1H-NMR (CD3OD): δ 8.30 (s, 1H), 8.27 (t, 1H, J=1.9 Hz), 7.89–7...